Dataset: the Open Reaction Database (ORD), a public repository of structured organic reaction records. Task: describe an organic reaction: reactants, conditions, products, and yield Starting materials: C(C)(C)C(C(=O)OCC)C(=O)C (ethyl α-isopropylacetoacetate), C(CS)(=O)OC (methyl thioglycolate), [Na] (sodium). Product: OC1=C(SC(=C1C(C)C)C)C(=O)OC (Methyl 3-hydroxy-4-(1-methylethyl)-5-methyl-2-thiophenecarboxylate). As a reaction SMILES: [CH:1]([CH:4]([C:10]([CH3:12])=O)[C:5](OCC)=[O:6])([CH3:3])[CH3:2].[C:13]([O:17][CH3:18])(=[O:16])[CH2:14][SH:15].[Na]>>[OH:6][C:5]1[C:4]([CH:1]([CH3:3])[CH3:2])=[C:10]([CH3:12])[S:15][C:14]=1[C:13]([O:17][CH3:18])=[O:16] |^1:18|. Procedure details: Prepared by the method described in Example 1 from ethyl α-isopropylacetoacetate (prepared by the procedure of Manuel and Hagen, Org. Syn., 7, 248 (1951)) (12 g, 70 mmoles), methyl thioglycolate (15.7 g, 140 mmoles) and sodium (3.2 g, 139 mmoles). The product is extracted with CH2Cl2 twice. The combined extracts are washed with aqueous NaCl twice, dried over MgSO4 and stripped of solvent under reduced pressure. Distillation of the residue gave the product (3.3 g); bp 68°-71° C. (0.3 mmHg). Starting materials: Formula II, CN(C1=CC=C(C=C1)C(=O)C1=C(C(=O)O)C=CC=C1)C (2-(4-dimethylaminophenyl)carbonylbenzoic acid), S(=O)(Cl)Cl (thionyl chloride), CO (methyl alcohol), N1CCCCC1 (piperidine). Solvent: C(CCl)Cl (ethylene dichloride). The product is COC1(OC(=O)C2=CC=CC=C12)C1=CC=C(C=C1)N(C)C (3-methoxy-3-(4-dimethylaminophenyl)phthalide). Reaction SMILES: [CH3:1][N:2]([CH3:20])[C:3]1[CH:8]=[CH:7][C:6]([C:9]([C:11]2[CH:19]=[CH:18][CH:17]=[CH:16][C:12]=2[C:13]([OH:15])=[O:14])=[O:10])=[CH:5][CH:4]=1.S(Cl)(Cl)=O.CO.N1CCCC[CH2:28]1>C(Cl)CCl>[CH3:28][O:10][C:9]1([C:6]2[CH:5]=[CH:4][C:3]([N:2]([CH3:20])[CH3:1])=[CH:8][CH:7]=2)[C:11]2[C:12](=[CH:16][CH:17]=[CH:18][CH:19]=2)[C:13](=[O:15])[O:14]1. Reported procedure: Following a procedure similar to that described in Example 1 above, 4.5 g of 2-(4-dimethylaminophenyl)carbonylbenzoic acid, 1.2 ml of thionyl chloride and 5.0 ml of methyl alcohol were interacted in 30.0 of ethylene dichloride in the presence of 1.3 ml of piperidine at ambient temperature for approximately ten minutes to obtain 4.0 g of 3-methoxy-3-(4-dimethylaminophenyl)phthalide (Formula II: R0 =R=R1 =R2 =R5 =H; R4 =R4' =R5 =Y=CH3 ; X=O), a pale peach-colored solid which melted at 112.5° to 11... Starting materials: FC=1C=C2C(=NC1CNC)C=CN2COCC[Si](C)(C)C ((6-fluoro-1-((2-(trimethylsilyl)ethoxy)methyl)-1H-pyrrolo[3,2-b]pyridin-5-yl)-N-methylmethanamine), ClC1=NC=CC(=N1)NC1=NNC(=C1)C1CC1 (2-chloro-N-(5-cyclopropyl-1H-pyrazol-3-yl)pyrimidin-4-amine), CCN(C(C)C)C(C)C (DIPEA). The solvent is CC(C)C(C(C)C)O (2,4-dimethylpentan-3-ol). Run at temperature 135 celsius. Product: C1(CC1)C1=CC(=NN1)NC1=NC(=NC=C1)N(C)CC1=C(C=C2C(=N1)C=CN2COCC[Si](C)(C)C)F (N4-(5-cyclopropyl-1H-pyrazol-3-yl)-N2-((6-fluoro-1-((2-(trimethylsilyl)ethoxy)methyl)-1H-pyrrolo[3,2-b]pyridin-5-yl)methyl)-N2-methylpyrimidine-2,4-diamine). Yield: 46.3%. Reaction SMILES: [F:1][C:2]1[CH:3]=[C:4]2[N:13]([CH2:14][O:15][CH2:16][CH2:17][Si:18]([CH3:21])([CH3:20])[CH3:19])[CH:12]=[CH:11][C:5]2=[N:6][C:7]=1[CH2:8][NH:9][CH3:10].Cl[C:23]1[N:28]=[C:27]([NH:29][C:30]2[CH:34]=[C:33]([CH:35]3[CH2:37][CH2:36]3)[NH:32][N:31]=2)[CH:26]=[CH:25][N:24]=1.CCN(C(C)C)C(C)C>CC(C(O)C(C)C)C>[CH:35]1([C:33]2[NH:32][N:31]=[C:30]([NH:29][C:27]3[CH:26]=[CH:25][N:24]=[C:23]([N:9]([CH2:8][C:7]4[N:6]=[C:5]5[CH:11]=[CH:12][N:13]([CH2:14][O:15][CH2:16][CH2:17][Si:18]([CH3:21])([CH3:20])[CH3:19])[C:4]5=[CH:3][C:2]=4[F:1])[CH3:10])[N:28]=3)[CH:34]=2)[CH2:37][CH2:36]1. Procedure details: A mixture of (6-fluoro-1-((2-(trimethylsilyl)ethoxy)methyl)-1H-pyrrolo[3,2-b]pyridin-5-yl)-N-methylmethanamine (50 mg, 0.17 mmol), 2-chloro-N-(5-cyclopropyl-1H-pyrazol-3-yl)pyrimidin-4-amine (38 mg, 0.17 mmol), and DIPEA (66 mg, 0.51 mmol) in 2,4-dimethylpentan-3-ol (2 mL) was heated at 135° C. for 15 h. The reaction mixture was concentrated under reduced pressure. The residue was purified by SiO2 chromatography eluting with DCM/MeOH (10:1) to afford 40 mg (30%) of N4-(5-cyclopropyl-1H-pyrazol-3... Starting materials: CN(C)c1ccncc1, O=Cc1ccc(C(=O)Cl)cc1, CCN(C(C)C)C(C)C, Nc1nccs1. Product: O=Cc1ccc(C(=O)Nc2nccs2)cc1. RXN SMILES: [CH3:27][N:28]([CH3:29])[c:30]1[cH:31][cH:32][n:33][cH:34][cH:35]1.[CH:16](=[O:17])[c:18]1[cH:19][cH:20][c:21]([C:22](=[O:23])[Cl:24])[cH:25][cH:26]1.[CH:7]([N:8]([CH2:9][CH3:10])[CH:11]([CH3:12])[CH3:13])([CH3:14])[CH3:15].[NH2:1][c:2]1[s:3][cH:4][cH:5][n:6]1>>[NH:1]([c:2]1[s:3][cH:4][cH:5][n:6]1)[C:22]([c:21]1[cH:20][cH:19][c:18]([CH:16]=[O:17])[cH:26][cH:25]1)=[O:23]. Reactants: COc1cccc(Br)c1, O=C1CCC2(CC1)OCCO2. Yields the product COc1cccc(C2(O)CCC3(CC2)OCCO3)c1. As a reaction SMILES: [Br:1][c:2]1[cH:3][c:4]([O:8][CH3:9])[cH:5][cH:6][cH:7]1.[O:10]1[CH2:11][CH2:12][O:13][C:14]12[CH2:15][CH2:16][C:17](=[O:20])[CH2:18][CH2:19]2>>[c:2]1([C:17]2([OH:20])[CH2:16][CH2:15][C:14]3([O:10][CH2:11][CH2:12][O:13]3)[CH2:19][CH2:18]2)[cH:3][c:4]([O:8][CH3:9])[cH:5][cH:6][cH:7]1.